Dataset: the Open Reaction Database (ORD), a public repository of structured organic reaction records. Task: describe an organic reaction: reactants, conditions, products, and yield Starting materials: COc1cc(Br)cc2c1NC(=O)OC2(C)C, N#Cc1cc(F)cc(Br)c1, CC(=O)[O-], CCOC(C)=O, [K+], [Na+], [Na+], O=C([O-])[O-], CN(C)C=O. The product is COc1cc(-c2cc(F)cc(C#N)c2)cc2c1NC(=O)OC2(C)C. RXN SMILES: [Br:1][c:2]1[cH:3][c:4]([O:15][CH3:16])[c:5]2[c:6]([cH:14]1)[C:7]([CH3:12])([CH3:13])[O:8][C:9](=[O:11])[NH:10]2.[Br:22][c:23]1[cH:24][c:25]([C:26]#[N:27])[cH:28][c:29]([F:31])[cH:30]1.[CH3:18][C:19](=[O:20])[O-:21].[CH3:43][CH2:44][O:45][C:46](=[O:47])[CH3:48].[K+:17].[Na+:32].[Na+:33].[O-:34][C:35](=[O:36])[O-:37].[O:38]=[CH:39][N:40]([CH3:41])[CH3:42]>>[c:2]1(-[c:23]2[cH:24][c:25]([C:26]#[N:27])[cH:28][c:29]([F:31])[cH:30]2)[cH:3][c:4]([O:15][CH3:16])[c:5]2[c:6]([cH:14]1)[C:7]([CH3:12])([CH3:13])[O:8][C:9](=[O:11])[NH:10]2.